The task is: describe an organic reaction: reactants, conditions, products, and yield. This data is from the Open Reaction Database (ORD), a public repository of structured organic reaction records. The reactants are C(C)(C)C1=CC=C(C=C1)O (4-isopropylphenol), N(=NC(=O)OCC)C(=O)OCC (Diethyl azodicarboxylate), C1(=CC=CC=C1)P(C1=CC=CC=C1)C1=CC=CC=C1 (triphenylphosphine), OCCC1=C2CC(NC2=CC=C1)=O (4-(2-hydroxy-ethyl)-1,3-dihydro-indol-2-one). The solvent is O1CCCC1 (tetrahydrofuran). Run at time 15 minute. The product is C(C)(C)C1=CC=C(OCCC2=C3CC(NC3=CC=C2)=O)C=C1 (4-[2-(4-isopropyl-phenoxy)-ethyl]-1,3-dihydro-indol-2-one). Yield: 37.2%. RXN SMILES: N(C(OCC)=O)=NC(OCC)=O.C1(P(C2C=CC=CC=2)C2C=CC=CC=2)C=CC=CC=1.[OH:32][CH2:33][CH2:34][C:35]1[CH:43]=[CH:42][CH:41]=[C:40]2[C:36]=1[CH2:37][C:38](=[O:44])[NH:39]2.[CH:45]([C:48]1[CH:53]=[CH:52][C:51](O)=[CH:50][CH:49]=1)([CH3:47])[CH3:46]>O1CCCC1>[CH:45]([C:48]1[CH:53]=[CH:52][C:51]([O:32][CH2:33][CH2:34][C:35]2[CH:43]=[CH:42][CH:41]=[C:40]3[C:36]=2[CH2:37][C:38](=[O:44])[NH:39]3)=[CH:50][CH:49]=1)([CH3:47])[CH3:46]. Procedure details: Diethyl azodicarboxylate (1.58 mL, 10 mmol) was added to a solution of triphenylphosphine (2.62 g, 10 mmol) in tetrahydrofuran (20 mL) under nitrogen atmosphere. The mixture was stirred for 15 minutes. To it was then added 4-(2-hydroxy-ethyl)-1,3-dihydro-indol-2-one (1.77 g, 10 mmol) followed by 4-isopropylphenol (1.36 g, 10 mmol). The mixture was stirred at room temperature for one day and the solvent was evaporated. The residue was chromatographed on silica gel eluting with ethyl acetate:hexan... Reactants: CNC1=NC(=NC(=N1)Cl)Cl (2-methylamino-4,6-dichloro-1,3,5-triazine), ClC=1C=C(N)C=C(C1)Cl (3,5-dichloroaniline), C(Cl)Cl.[K+].[Br-] (CH2Cl2 KBr). RXN SMILES: [CH3:1][NH:2][C:3]1[N:8]=[C:7](Cl)[N:6]=[C:5]([Cl:10])[N:4]=1.[Cl:11][C:12]1[CH:13]=[C:14]([CH:16]=[C:17]([Cl:19])[CH:18]=1)[NH2:15].C(Cl)Cl.[K+].[Br-]>>[Cl:11][C:12]1[CH:13]=[C:14]([NH:15][C:7]2[N:8]=[C:3]([NH:2][CH3:1])[N:4]=[C:5]([Cl:10])[N:6]=2)[CH:16]=[C:17]([Cl:19])[CH:18]=1 |f:2.3.4|. Yields the product ClC=1C=C(C=C(C1)Cl)NC1=NC(=NC(=N1)NC)Cl (2-(3,5-dichlorophenylamino)-4-methylamino-6-chloro-1,3,5-triazine). Yield: 10.0%. Procedure: The title compound was synthesized from 2-methylamino-4,6-dichloro-1,3,5-triazine and 3,5-dichloroaniline using a similar procedure to the one used in 2, except with a longer reaction time (18 h instead of 2 h). Yield: 10%; Tm 242° C.; FTIR (CH2Cl2/KBr) 3275, 3184, 3126, 3081, 2960, 2920, 2849, 1641, 1606, 1573, 1546, 1534, 1507, 1448, 1425, 1388, 1306, 1279, 1253, 1237, 1229, 1205, 1165, 1126, 1115, 1107, 1092, 1035, 984, 954, 937, 869, 854, 837, 809, 793, 753, 725 cm−1; 1H NMR (300 MHz, DMSO-d... The reactants are ClC1=CC(=C(C(=O)C=2C(=NNC2C(=O)OCC)C(C2=CC=CC=C2)=O)C=C1)[N+](=O)[O-] (ethyl 4-(4-chloro-2-nitrobenzoyl)-3-benzoyl-1H-pyrazole-5-carboxylate). Reagents/catalysts: B#[Ni] (nickel boride). Product: ClC1=CC(=C(C(=O)C=2C(=NNC2C(=O)OCC)C(C2=CC=CC=C2)=O)C=C1)N (Ethyl 4-(4-chloro-2-aminobenzoyl)-3-benzoyl-1H-pyrazole-5-carboxylate). Yield: 55.5%. RXN SMILES: [Cl:1][C:2]1[CH:27]=[CH:26][C:5]([C:6]([C:8]2[C:9]([C:18](=[O:25])[C:19]3[CH:24]=[CH:23][CH:22]=[CH:21][CH:20]=3)=[N:10][NH:11][C:12]=2[C:13]([O:15][CH2:16][CH3:17])=[O:14])=[O:7])=[C:4]([N+:28]([O-])=O)[CH:3]=1>B#[Ni]>[Cl:1][C:2]1[CH:27]=[CH:26][C:5]([C:6]([C:8]2[C:9]([C:18](=[O:25])[C:19]3[CH:20]=[CH:21][CH:22]=[CH:23][CH:24]=3)=[N:10][NH:11][C:12]=2[C:13]([O:15][CH2:16][CH3:17])=[O:14])=[O:7])=[C:4]([NH2:28])[CH:3]=1. Procedure: Following a procedure similar to that described in Example 23(d), ethyl 4-(4-chloro-2-nitrobenzoyl)-3-benzoyl-1H-pyrazole-5-carboxylate (1.2 g, 2.81 mmol) was treated with nickel boride to afford crude product. The crude product was purified by flash chromatography eluting with hexanes:ethyl acetate (75:25-50:50) to give the title compound as a solid (620 mg, 56%).